This data is from the Open Reaction Database (ORD), a public repository of structured organic reaction records. The task is: describe an organic reaction: reactants, conditions, products, and yield Reactants: O1CCOCC1 (Dioxane), aqueous solution, [OH-].[Na+] (sodium hydroxide), C1(=CC=CC=C1)C1=CC(=C(C(=O)O)C=C1)NC(=O)C=1C=NC(=CC1)C1=CC=NC=C1 (4-phenyl-2-(6-(pyridin-4-yl)pyridine-3-carboxamido)benzoic acid). Solvent: CO (methanol). Product: C1(=CC=CC=C1)C1=CC(=C(C(=O)[O-])C=C1)NC(=O)C=1C=NC(=CC1)C1=CC=NC=C1.[Na+] (sodium 4-phenyl-2-(6-(pyridin-4-yl)pyridine-3-carboxamido)benzoate). As a reaction SMILES: O1CCOCC1.[OH-].[Na+:8].[C:9]1([C:15]2[CH:23]=[CH:22][C:18]([C:19]([OH:21])=[O:20])=[C:17]([NH:24][C:25]([C:27]3[CH:28]=[N:29][C:30]([C:33]4[CH:38]=[CH:37][N:36]=[CH:35][CH:34]=4)=[CH:31][CH:32]=3)=[O:26])[CH:16]=2)[CH:14]=[CH:13][CH:12]=[CH:11][CH:10]=1>CO>[C:9]1([C:15]2[CH:23]=[CH:22][C:18]([C:19]([O-:21])=[O:20])=[C:17]([NH:24][C:25]([C:27]3[CH:28]=[N:29][C:30]([C:33]4[CH:34]=[CH:35][N:36]=[CH:37][CH:38]=4)=[CH:31][CH:32]=3)=[O:26])[CH:16]=2)[CH:10]=[CH:11][CH:12]=[CH:13][CH:14]=1.[Na+:8] |f:1.2,5.6|. Procedure details: Dioxane (2 mL), methanol (2 mL), and a 2 mol/L aqueous solution of sodium hydroxide (0.025 mL) were added to the obtained 4-phenyl-2-(6-(pyridin-4-yl)pyridine-3-carboxamido)benzoic acid (20 mg), and the solvent was evaporated under reduced pressure. Acetone was added to the obtained residue. The solid substance was collected by filtration to obtain 17 mg of sodium 4-phenyl-2-(6-(pyridin-4-yl)pyridine-3-carboxamido)benzoate as a yellow solid.